This data is from the Open Reaction Database (ORD), a public repository of structured organic reaction records. The task is: describe an organic reaction: reactants, conditions, products, and yield The reactants are [N-]=[N+]=NCC1CCc2cccc(-c3ccccc3Cl)c2O1, C1CCOC1, O, c1ccc(P(c2ccccc2)c2ccccc2)cc1. Yields the product NCC1CCc2cccc(-c3ccccc3Cl)c2O1. As a reaction SMILES: [Cl:1][c:2]1[c:3](-[c:8]2[cH:9][cH:10][cH:11][c:12]3[c:17]2[O:16][CH:15]([CH2:18][N:19]=[N+:20]=[N-:21])[CH2:14][CH2:13]3)[cH:4][cH:5][cH:6][cH:7]1.[O:41]1[CH2:42][CH2:43][CH2:44][CH2:45]1.[OH2:46].[c:22]1([P:23]([c:24]2[cH:25][cH:26][cH:27][cH:28][cH:29]2)[c:30]2[cH:31][cH:32][cH:33][cH:34][cH:35]2)[cH:36][cH:37][cH:38][cH:39][cH:40]1>>[Cl:1][c:2]1[c:3](-[c:8]2[cH:9][cH:10][cH:11][c:12]3[c:17]2[O:16][CH:15]([CH2:18][NH2:19])[CH2:14][CH2:13]3)[cH:4][cH:5][cH:6][cH:7]1. The reactants are ON=C1C(CN(C1=O)C1=CC=CC=C1)C(=O)OC(C)(C)C (1,1-Dimethylethyl 4-(hydroxyimino)-5-oxo-1-phenyl-3-pyrrolidine carboxylate). Reagents/catalysts: [Pd] (palladium on carbon). Run in CCO (EtOH). Product: NC1C(CN(C1=O)C1=CC=CC=C1)C(=O)OC(C)(C)C (1,1-Dimethylethyl 4-amino-5-oxo-1-phenyl-3-pyrrolidinecarboxylate). The yield is 60.1%. As a reaction SMILES: O[N:2]=[C:3]1[C:7](=[O:8])[N:6]([C:9]2[CH:14]=[CH:13][CH:12]=[CH:11][CH:10]=2)[CH2:5][CH:4]1[C:15]([O:17][C:18]([CH3:21])([CH3:20])[CH3:19])=[O:16]>CCO.[Pd]>[NH2:2][CH:3]1[C:7](=[O:8])[N:6]([C:9]2[CH:14]=[CH:13][CH:12]=[CH:11][CH:10]=2)[CH2:5][CH:4]1[C:15]([O:17][C:18]([CH3:21])([CH3:20])[CH3:19])=[O:16]. Reported procedure: A solution of oxime of Example N (3.08 g, 10.6 mmol) in EtOH (80 ml) was hydrogenated at 1000 psi at 70° C. on 10% palladium on carbon. Filtration and concentration of the filtrate gave an oil which was chromatographed on silica gel eluting with 2/97.75/0.25 EtOH/CH2Cl2 /NH4OH to afford the title compound (1.76 g, 60%) as a white solid. Anal calcd for C15H20N2O3 : C, 65.20; H, 7.30; N, 10.14. Found: C, 64.95; H, 7.39; N, 10.04. MS Calcd for C15H20N2O3 276, found 276. DSC=105.0°-121.1° at 57.2 J/... Reactants: C([O-])([O-])=O.[K+].[K+] (potassium carbonate), ClC1=NC=CC(=C1)C=1C(=NN(C1)C(C)CC)C=1SC(=CC1)Cl (2-Chloro-4-[1-sec-butyl-3-(5-chloro-2-thienyl)-1H-pyrazol-4-yl]pyridine), solution, Br (hydrobromic acid). Solvent: C(C)(=O)O (acetic acid). Run at temperature 140 celsius, time 20 minute. Yields the product BrC1=NC=CC(=C1)C=1C(=NN(C1)C(C)CC)C=1SC(=CC1)Cl (2-bromo-4-[1-sec-butyl-3-(5-chloro-2-thienyl)-1H-pyrazol-4-yl]pyridine). The yield is 79.0%. RXN SMILES: Cl[C:2]1[CH:7]=[C:6]([C:8]2[C:9]([C:17]3[S:18][C:19]([Cl:22])=[CH:20][CH:21]=3)=[N:10][N:11]([CH:13]([CH2:15][CH3:16])[CH3:14])[CH:12]=2)[CH:5]=[CH:4][N:3]=1.[BrH:23].C(=O)([O-])[O-].[K+].[K+]>C(O)(=O)C>[Br:23][C:2]1[CH:7]=[C:6]([C:8]2[C:9]([C:17]3[S:18][C:19]([Cl:22])=[CH:20][CH:21]=3)=[N:10][N:11]([CH:13]([CH2:15][CH3:16])[CH3:14])[CH:12]=2)[CH:5]=[CH:4][N:3]=1 |f:2.3.4|. Reported procedure: To 2-Chloro-4-[1-sec-butyl-3-(5-chloro-2-thienyl)-1H-pyrazol-4-yl]pyridine (0.57 mmol) was added slowly 0.5 mL of a 33% solution hydrobromic acid in acetic acid. The resulting mixture was stirred in the microwave at 140° C. for 20 min. After cooling to room temperature, potassium carbonate (2 molar solution) was added and the aqueous layer was extracted with ethyl acetate. The organic layers were combined, dried over MgSO4 and evaporated. The residue was purified by chromatography on silica gel ...